Dataset: the Open Reaction Database (ORD), a public repository of structured organic reaction records. Task: describe an organic reaction: reactants, conditions, products, and yield Starting materials: CCOC(=O)c1ccc(Cc2nc(COc3ccc(C(C)=O)c(O)c3Cl)no2)cc1, CCO, Cl. The product is CC(=O)c1ccc(OCc2noc(Cc3ccc(C(=O)O)cc3)n2)c(Cl)c1O. As a reaction SMILES: [CH2:2]([CH3:3])[O:4][C:5]([c:6]1[cH:7][cH:8][c:9]([CH2:12][c:13]2[n:14][c:15]([CH2:18][O:19][c:20]3[c:21]([Cl:30])[c:22]([OH:29])[c:23]([C:26]([CH3:27])=[O:28])[cH:24][cH:25]3)[n:16][o:17]2)[cH:10][cH:11]1)=[O:31].[CH3:32][CH2:33][OH:34].[ClH:1]>>[O:4]=[C:5]([c:6]1[cH:7][cH:8][c:9]([CH2:12][c:13]2[n:14][c:15]([CH2:18][O:19][c:20]3[c:21]([Cl:30])[c:22]([OH:29])[c:23]([C:26]([CH3:27])=[O:28])[cH:24][cH:25]3)[n:16][o:17]2)[cH:10][cH:11]1)[OH:31]. Reactants: CC1=C2CC(NC2=CC=C1)=O (4-methyl-1,3-dihydro-indol-2-one), NC1=CC=CC=C1 (aniline), N1C(CC2=CC=CC=C12)=O (1,3-dihydro-indol-2-one), N1(CCOCC1)CCCNC1=CC=C(C=C1)N (N-(3-morpholin-4-yl-propyl)-benzene-1,4-diamine). Product: CC1=C2C(C(NC2=CC=C1)=O)=CNC1=CC=C(C=C1)NCCCN1CCOCC1 (4-Methyl-3-{[4-(3-morpholin-4-yl-propylamino)-phenylamino]-methylene}-1,3-dihydro-indol-2-one). As a reaction SMILES: [CH3:1][C:2]1[CH:10]=[CH:9][CH:8]=[C:7]2[C:3]=1[CH2:4][C:5](=[O:11])[NH:6]2.N1C2C(=CC=CC=2)C[C:13]1=O.[N:22]1([CH2:28][CH2:29][CH2:30][NH:31][C:32]2[CH:37]=[CH:36][C:35]([NH2:38])=[CH:34][CH:33]=2)[CH2:27][CH2:26][O:25][CH2:24][CH2:23]1.NC1C=CC=CC=1>>[CH3:1][C:2]1[CH:10]=[CH:9][CH:8]=[C:7]2[C:3]=1[C:4](=[CH:13][NH:38][C:35]1[CH:36]=[CH:37][C:32]([NH:31][CH2:30][CH2:29][CH2:28][N:22]3[CH2:27][CH2:26][O:25][CH2:24][CH2:23]3)=[CH:33][CH:34]=1)[C:5](=[O:11])[NH:6]2. Reported procedure: The named compound is prepared by substituting 4-methyl-1,3-dihydro-indol-2-one for the 1,3-dihydro-indol-2-one and N-(3-morpholin-4-yl-propyl)-benzene-1,4-diamine (used for the preparation of Example 290) for aniline in the reaction of Example 1. The reactants are ClC1=CC=C(C=C1)N(C(CC(C1=CC=CC=C1)CCOS(=O)(=O)C)=O)C (N-(4-Chlorophenyl)-beta-(2-methanesulfonyloxyethyl)-N-methyl-benzenepropanamide), C1(=CC=CC=C1)CN1CCNCC1 (N-phenylmethylpiperazine), CCOC(=O)C (EtOAc), O (water). Solvent: CN(C)C=O (DMF). Run at temperature 80 celsius. Yields the product ClC1=CC=C(C=C1)N(C(CC(CCN1CCN(CC1)CC1=CC=CC=C1)C1=CC=CC=C1)=O)C (N-(4-Chlorophenyl)-N-methyl-Beta-phenyl-4-(phenylmethyl)-1-piperazinepentanamide). Yield: 44.7%. As a reaction SMILES: [Cl:1][C:2]1[CH:7]=[CH:6][C:5]([N:8]([CH3:26])[C:9](=[O:25])[CH2:10][CH:11]([CH2:18][CH2:19]OS(C)(=O)=O)[C:12]2[CH:17]=[CH:16][CH:15]=[CH:14][CH:13]=2)=[CH:4][CH:3]=1.[C:27]1([CH2:33][N:34]2[CH2:39][CH2:38][NH:37][CH2:36][CH2:35]2)[CH:32]=[CH:31][CH:30]=[CH:29][CH:28]=1.CCOC(C)=O.O>CN(C=O)C>[Cl:1][C:2]1[CH:7]=[CH:6][C:5]([N:8]([CH3:26])[C:9](=[O:25])[CH2:10][CH:11]([C:12]2[CH:17]=[CH:16][CH:15]=[CH:14][CH:13]=2)[CH2:18][CH2:19][N:37]2[CH2:38][CH2:39][N:34]([CH2:33][C:27]3[CH:28]=[CH:29][CH:30]=[CH:31][CH:32]=3)[CH2:35][CH2:36]2)=[CH:4][CH:3]=1. Procedure: N-(4-Chlorophenyl)-beta-(2-methanesulfonyloxyethyl)-N-methyl-benzenepropanamide (0.93 g) in DMF (10 mL) was treated with N-phenylmethylpiperazine (1.03 g) and the mixture heated at 80° C. for 2 hours. The cooled reaction mixture was diluted the EtOAc (50 mL) and water (50 mL) and the aqueous phase removed. The aqueous layer was extracted with EtOAc (2×50 mL) and the combined organic extracts, washed with water (50 mL), dried over MgSO4, filtered and concentrated under reduced pressure to give an... Starting materials: CC(C)(C)OC(=O)NC(Cc1cccnc1)C(=O)O, ClCCl, O=C(O)C(F)(F)F, [NH-]C(CCCc1ccccc1)CCCc1ccccc1. Yields the product NC(Cc1cccnc1)C(=O)O, [NH-]C(CCCc1ccccc1)CCCc1ccccc1. As a reaction SMILES: [C:1]([O:2][C:3](=[O:4])[NH:8][CH:9]([CH2:10][c:11]1[cH:12][n:13][cH:14][cH:15][cH:16]1)[C:17](=[O:18])[OH:19])([CH3:5])([CH3:6])[CH3:7].[CH2:47]([Cl:48])[Cl:49].[OH:40][C:41]([C:42]([F:43])([F:44])[F:45])=[O:46].[c:20]1([CH2:26][CH2:27][CH2:28][CH:29]([CH2:30][CH2:31][CH2:32][c:33]2[cH:34][cH:35][cH:36][cH:37][cH:38]2)[NH-:39])[cH:21][cH:22][cH:23][cH:24][cH:25]1>>[NH2:8][CH:9]([CH2:10][c:11]1[cH:12][n:13][cH:14][cH:15][cH:16]1)[C:17](=[O:18])[OH:19].[c:20]1([CH2:26][CH2:27][CH2:28][CH:29]([CH2:30][CH2:31][CH2:32][c:33]2[cH:34][cH:35][cH:36][cH:37][cH:38]2)[NH-:39])[cH:21][cH:22][cH:23][cH:24][cH:25]1. Starting materials: C(C1=CC=CC=C1)OC=1C=C(C(=O)O)C=CC1O (3-benzyloxy-4-hydroxybenzoic acid), C(C1=CC=CC=C1)OC=1C=C(CBr)C=CC1O (3-benzyloxy-4-hydroxybenzyl bromide). Product: C(C1=CC=CC=C1)OC=1C=C(CBr)C=C(C1)C (3-benzyloxy-5-methylbenzyl bromide). As a reaction SMILES: [CH2:1](OC1C=C(C=CC=1O)C(O)=O)C1C=CC=CC=1.[CH2:19]([O:26][C:27]1[CH:28]=[C:29]([CH:32]=[CH:33][C:34]=1O)[CH2:30][Br:31])[C:20]1[CH:25]=[CH:24][CH:23]=[CH:22][CH:21]=1>>[CH2:19]([O:26][C:27]1[CH:28]=[C:29]([CH:32]=[C:33]([CH3:1])[CH:34]=1)[CH2:30][Br:31])[C:20]1[CH:25]=[CH:24][CH:23]=[CH:22][CH:21]=1. Reported procedure: When 3-benzyloxy-4-hydroxybenzoic acid is used as a starting material and similarly reduced and brominated, 3-benzyloxy-4-hydroxybenzyl bromide used in Example 33 can be obtained. The reactants are ClC=1C=C(CSC=2C=C(C(=NC2)OC)OC)C=CC1 (5-(3-chlorobenzylthio)-2,3-dimethoxypyridine), ClC=1C=C(CSC=2C=C(C(=NC2)OC)OC)C=CC1 (5-(3-chlorobenzylthio)-2,3-dimethoxypyridine), BrCC1=C(C=CC=C1)Cl (1-(bromomethyl)-2-chlorobenzene). Product: ClC1=C(CSC=2C=C(C(=NC2)OC)OC)C=CC=C1 (5-[(2-Chlorobenzyl)sulfanyl]-2,3-dimethoxypyridine). RXN SMILES: Cl[C:2]1[CH:3]=[C:4]([CH:17]=[CH:18][CH:19]=1)[CH2:5][S:6][C:7]1[CH:8]=[C:9]([O:15][CH3:16])[C:10]([O:13][CH3:14])=[N:11][CH:12]=1.BrCC1C=CC=CC=1[Cl:28]>>[Cl:28][C:17]1[CH:18]=[CH:19][CH:2]=[CH:3][C:4]=1[CH2:5][S:6][C:7]1[CH:8]=[C:9]([O:15][CH3:16])[C:10]([O:13][CH3:14])=[N:11][CH:12]=1. Reported procedure: Prepared as described for 5-(3-chlorobenzylthio)-2,3-dimethoxypyridine (Intermediate 8) but using 1-(bromomethyl)-2-chlorobenzene instead of 1-(bromomethyl)-3-chlorobenzene. Starting materials: BrCC1CCCCO1, FC(F)(F)c1ccccc1CCl, O=C1Nc2ccccc2C12COc1cc3c(cc12)OCCO3. The product is O=C1N(Cc2ccccc2C(F)(F)F)c2ccccc2C12COc1cc3c(cc12)OCCO3. As a reaction SMILES: [Br:13][CH2:14][CH:15]1[CH2:16][CH2:17][CH2:18][CH2:19][O:20]1.[Cl:1][CH2:2][c:3]1[c:4]([C:9]([F:10])([F:11])[F:12])[cH:5][cH:6][cH:7][cH:8]1.[NH:21]1[C:22](=[O:42])[C:23]2([CH2:24][O:25][c:26]3[cH:27][c:28]4[c:29]([cH:34][c:35]32)[O:30][CH2:31][CH2:32][O:33]4)[c:36]2[cH:37][cH:38][cH:39][cH:40][c:41]21>>[CH2:2]([c:3]1[c:4]([C:9]([F:10])([F:11])[F:12])[cH:5][cH:6][cH:7][cH:8]1)[N:21]1[C:22](=[O:42])[C:23]2([CH2:24][O:25][c:26]3[cH:27][c:28]4[c:29]([cH:34][c:35]32)[O:30][CH2:31][CH2:32][O:33]4)[c:36]2[cH:37][cH:38][cH:39][cH:40][c:41]21. The reactants are CC(=O)OC(C)=O, Nc1ccc(SC2OC(CO)C(OC3OC(CO)C(O)C(O)C3O)C(O)C2O)cc1, O. Yields the product CC(=O)Nc1ccc(SC2OC(CO)C(OC3OC(CO)C(O)C(O)C3O)C(O)C2O)cc1. Reaction SMILES: [CH3:31][C:32](=[O:33])[O:34][C:35](=[O:36])[CH3:37].[CH:1]1([O:12][CH:13]2[CH:14]([OH:30])[CH:15]([OH:29])[CH:16]([S:17][c:18]3[cH:19][cH:20][c:21]([NH2:24])[cH:22][cH:23]3)[O:25][CH:26]2[CH2:27][OH:28])[CH:2]([OH:3])[CH:4]([OH:5])[CH:6]([OH:7])[CH:8]([CH2:10][OH:11])[O:9]1.[OH2:38]>>[CH:1]1([O:12][CH:13]2[CH:14]([OH:30])[CH:15]([OH:29])[CH:16]([S:17][c:18]3[cH:19][cH:20][c:21]([NH:24][C:32]([CH3:31])=[O:33])[cH:22][cH:23]3)[O:25][CH:26]2[CH2:27][OH:28])[CH:2]([OH:3])[CH:4]([OH:5])[CH:6]([OH:7])[CH:8]([CH2:10][OH:11])[O:9]1. The reactants are CC(C)c1ccc(N)cc1, C=Cc1ccc(C(F)(F)F)cn1. Yields the product CC(C)c1ccc(NCCc2ccc(C(F)(F)F)cn2)cc1. As a reaction SMILES: [CH:1]([CH3:2])([CH3:3])[c:4]1[cH:5][cH:6][c:7]([NH2:8])[cH:9][cH:10]1.[F:11][C:12]([c:13]1[cH:14][cH:15][c:16]([CH:19]=[CH2:20])[n:17][cH:18]1)([F:21])[F:22]>>[CH:1]([CH3:2])([CH3:3])[c:4]1[cH:5][cH:6][c:7]([NH:8][CH2:20][CH2:19][c:16]2[cH:15][cH:14][c:13]([C:12]([F:11])([F:21])[F:22])[cH:18][n:17]2)[cH:9][cH:10]1.